From a dataset of the Open Reaction Database (ORD), a public repository of structured organic reaction records. describe an organic reaction: reactants, conditions, products, and yield Reactants: N1(CCNCC1)C(=O)OC(C)(C)C (tert-butyl piperazine-1-carboxylate), C(C)(C)N(CC)C(C)C (diisopropylethylamine), ClC1=NC=C(C=N1)C(=O)OCC (ethyl 2-chloropyrimidine-5-carboxylate). Solvent: ClCCl (dichloromethane). Conditions: time 3 hour. The product is C(C)(C)(C)OC(=O)N1CCN(CC1)C1=NC=C(C=N1)C(=O)OCC (ethyl 2-(4-(tert-butoxycarbonyl)piperazin-1-yl)pyrimidine-5-carboxylate). Isolated yield 119.4%. As a reaction SMILES: [N:1]1([C:7]([O:9][C:10]([CH3:13])([CH3:12])[CH3:11])=[O:8])[CH2:6][CH2:5][NH:4][CH2:3][CH2:2]1.C(N(C(C)C)CC)(C)C.Cl[C:24]1[N:29]=[CH:28][C:27]([C:30]([O:32][CH2:33][CH3:34])=[O:31])=[CH:26][N:25]=1>ClCCl>[C:10]([O:9][C:7]([N:1]1[CH2:6][CH2:5][N:4]([C:24]2[N:25]=[CH:26][C:27]([C:30]([O:32][CH2:33][CH3:34])=[O:31])=[CH:28][N:29]=2)[CH2:3][CH2:2]1)=[O:8])([CH3:13])([CH3:12])[CH3:11]. Reported procedure: To a solution of tert-butyl piperazine-1-carboxylate (7.9 g, 42.5 mmol) and diisopropylethylamine (13.69 g, 106.1 mmol) in dichloromethane (80 mL) was added ethyl 2-chloropyrimidine-5-carboxylate (7.9 g, 42.5 mmoL), and the reaction mixture was stirred at room temperature for 3 hours. LCMS showed the reaction was completed. The reaction mixture was directly concentrated to afford ethyl 2-(4-(tert-butoxycarbonyl)piperazin-1-yl)pyrimidine-5-carboxylate (17 g, crude), which was directly used in the... Procedure details: A mixture of 63.0 g (0.29 mol) of the compound of Example 14 and 35.7 g (0.30 mol) of methyl nitroacetate in 600 ml. of acetic anhydride was heated at 85° for 2 hours. The resulting product was worked up and recrystallized from benzene-DMF (2:1) affording 74.9 g (81%) of product as red orange crystals, m.p. 211-214°. The yield is 80.4%. The reactants are CN(C=C(C=O)C1=C(C=CC=C1)[N+](=O)[O-])C (3-Dimethylamino-2-[2-nitrophenyl]acrolein), [N+](=O)([O-])CC(=O)OC (methyl nitroacetate), C(C)(=O)OC(C)=O (acetic anhydride). Yields the product COC(C(=CC(=CN(C)C)C1=C(C=CC=C1)[N+](=O)[O-])[N+](=O)[O-])=O (5-Dimethylamino-2-nitro-4-[2-nitrophenyl]-2,4-pentadienoic acid methyl ester). Reaction SMILES: [CH3:1][N:2]([CH3:16])[CH:3]=[C:4]([C:7]1[CH:12]=[CH:11][CH:10]=[CH:9][C:8]=1[N+:13]([O-:15])=[O:14])[CH:5]=O.[N+:17]([CH2:20][C:21]([O:23][CH3:24])=[O:22])([O-:19])=[O:18].C(OC(=O)C)(=O)C>>[CH3:24][O:23][C:21](=[O:22])[C:20]([N+:17]([O-:19])=[O:18])=[CH:5][C:4]([C:7]1[CH:12]=[CH:11][CH:10]=[CH:9][C:8]=1[N+:13]([O-:15])=[O:14])=[CH:3][N:2]([CH3:16])[CH3:1]. The reactants are CN(C=O)C (dimethylformamide), OC1=C(C2=CC=CC=C2C=C1)C=O (2-hydroxy-1-naphthaldehyde), C([O-])([O-])=O.[K+].[K+] (potassium carbonate), C(C1=CC=CC=C1)Cl (benzyl chloride). Run in O (water), C(C)(=O)OCC (ethyl acetate). Run at temperature 60 celsius. The product is C(C1=CC=CC=C1)OC1=C(C2=CC=CC=C2C=C1)C=O (2-benzyloxy-1-naphthaldehyde). The yield is 86.2%. Reaction SMILES: CN(C)C=O.[OH:6][C:7]1[CH:16]=[CH:15][C:14]2[C:9](=[CH:10][CH:11]=[CH:12][CH:13]=2)[C:8]=1[CH:17]=[O:18].C(=O)([O-])[O-].[K+].[K+].[CH2:25](Cl)[C:26]1[CH:31]=[CH:30][CH:29]=[CH:28][CH:27]=1>O.C(OCC)(=O)C>[CH2:25]([O:6][C:7]1[CH:16]=[CH:15][C:14]2[C:9](=[CH:10][CH:11]=[CH:12][CH:13]=2)[C:8]=1[CH:17]=[O:18])[C:26]1[CH:31]=[CH:30][CH:29]=[CH:28][CH:27]=1 |f:2.3.4|. Reported procedure: 450 ml of a dimethylformamide solution containing 100 g (0.58 mole) of 2-hydroxy-1-naphthaldehyde and 96.3 g (0.7 mole) of anhydrous potassium carbonate was stirred with heating at 60° C. To the solution was added dropwise 88.3 g (0.7 mole) of benzyl chloride. After the completion of the dropwise addition, the mixture was stirred at 60° C. for 2 hours. Then 870 ml of ethyl acetate heated at 60° C. and 1.2 liters of warm water at 60° C. were added to the mixture and it was extracted at 60° C. and... Reactants: OCC=1C=C(C=CC=NNC(=S)N)C=CC1 (3-hydroxymethylcinnamaldehyde Thiosemicarbazone), BrCC(=O)C1=CC=C(C=C1)C(F)(F)F (2-bromo-4′-trifluoromethylacetophenone). Yields the product FC(C1=CC=C(C=C1)C=1N=C(SC1)NN=C/C=C/C=1C=C(C=CC1)CO)(F)F ([3-((E)-3-{[4-(4-trifluoromethylphenyl)-thiazol-2-yl]-hydrazono}-propenyl)-phenyl]-methanol). The yield is 37.0%. Reaction SMILES: [OH:1][CH2:2][C:3]1[CH:4]=[C:5]([CH:14]=[CH:15][CH:16]=1)[CH:6]=[CH:7][CH:8]=[N:9][NH:10][C:11]([NH2:13])=[S:12].Br[CH2:18][C:19]([C:21]1[CH:26]=[CH:25][C:24]([C:27]([F:30])([F:29])[F:28])=[CH:23][CH:22]=1)=O>>[F:28][C:27]([F:29])([F:30])[C:24]1[CH:23]=[CH:22][C:21]([C:19]2[N:13]=[C:11]([NH:10][N:9]=[CH:8]/[CH:7]=[CH:6]/[C:5]3[CH:4]=[C:3]([CH2:2][OH:1])[CH:16]=[CH:15][CH:14]=3)[S:12][CH:18]=2)=[CH:26][CH:25]=1. Reported procedure: The compound is prepared according to the method described in example 1B from 3-hydroxymethylcinnamaldehyde thiosemicarbazone (0.4 mmoles) prepared in step 28A and from 2-bromo-4′-trifluoromethylacetophenone (0.4 mmoles). Yield 37%. Product: C(C)OCCCC1=CC=C(C=C1)OB(O)O (4-(3-ethoxypropyl)phenylboric acid). Conditions: temperature 50 celsius. Reported procedure: A suspension of magnesium (0.37 g) in THF (5 ml) was stirred under a nitrogen atmosphere, and thereto was then added dibromoethane (a catalytic amount) and was subsequently added dropwise a solution of 1-bromo-4-(3-ethoxypropyl)benzene (3.4 g) in anhydrous THF (30 ml). The resulting mixture was heated at 50° C. for 1.5 hours and was then cooled to −78° C., and thereto was added dropwise trimethyl borate (3.1 ml). The reaction mixture was brought back to the room temperature and was stirred overn... Run in C1CCOC1 (THF), C1CCOC1 (THF). Starting materials: BrC(C)Br (dibromoethane), BrC1=CC=C(C=C1)CCCOCC (1-bromo-4-(3-ethoxypropyl)benzene), B(OC)(OC)OC (trimethyl borate), [Mg] (magnesium), Cl (hydrochloric acid). Reaction SMILES: [Mg].BrC(Br)C.Br[C:7]1[CH:12]=[CH:11][C:10]([CH2:13][CH2:14][CH2:15][O:16][CH2:17][CH3:18])=[CH:9][CH:8]=1.[B:19]([O:24]C)([O:22]C)[O:20]C.Cl>C1COCC1>[CH2:17]([O:16][CH2:15][CH2:14][CH2:13][C:10]1[CH:11]=[CH:12][C:7]([O:20][B:19]([OH:24])[OH:22])=[CH:8][CH:9]=1)[CH3:18]. Reactants: CCO, Cc1cc(C)c(-c2c(C)nn3c(Cl)c(CCCl)c(C)nc23)c(C)c1, NC(N)=S, [Na+], [Na+], O=C([O-])[O-], O. Product: Cc1cc(C)c(-c2c(C)nn3c4c(c(C)nc23)CCS4)c(C)c1. Reaction SMILES: [CH3:36][CH2:37][OH:38].[Cl:1][c:2]1[c:3]([CH2:22][CH2:23][Cl:24])[c:4]([CH3:21])[n:5][c:6]2[n:7]1[n:8][c:9]([CH3:20])[c:10]2-[c:11]1[c:12]([CH3:19])[cH:13][c:14]([CH3:18])[cH:15][c:16]1[CH3:17].[NH2:25][C:26]([NH2:27])=[S:28].[Na+:29].[Na+:30].[O-:31][C:32](=[O:33])[O-:34].[OH2:35]>>[c:2]12[c:3]([c:4]([CH3:21])[n:5][c:6]3[n:7]1[n:8][c:9]([CH3:20])[c:10]3-[c:11]1[c:12]([CH3:19])[cH:13][c:14]([CH3:18])[cH:15][c:16]1[CH3:17])[CH2:22][CH2:23][S:28]2. The reactants are S=C1NCCC(C1)C(=O)OCC (ethyl 2-thioxopiperidine-4-carboxylate), FC(C(=O)NN)(F)F (2,2,2-trifluoroacetohydrazide), ice water. Reagents/catalysts: [Hg](OC(=O)C)OC(=O)C (Hg(OAc)2). Run in C1CCOC1 (THF). Reaction conditions: time 2 hour. The product is FC(C1=NN=C2N1CCC(C2)C(=O)OCC)(F)F (ethyl 3-(trifluoromethyl)-5,6,7,8-tetrahydro-[1,2,4]triazolo[4,3-a]pyridine-7-carboxylate). Isolated yield 88.9%. Reaction SMILES: S=[C:2]1[CH2:7][CH:6]([C:8]([O:10][CH2:11][CH3:12])=[O:9])[CH2:5][CH2:4][NH:3]1.[F:13][C:14]([F:20])([F:19])[C:15]([NH:17][NH2:18])=O>C1COCC1.[Hg](OC(C)=O)OC(C)=O>[F:13][C:14]([F:20])([F:19])[C:15]1[N:3]2[CH2:4][CH2:5][CH:6]([C:8]([O:10][CH2:11][CH3:12])=[O:9])[CH2:7][C:2]2=[N:18][N:17]=1. Procedure: To a solution of ethyl 2-thioxopiperidine-4-carboxylate (5.7 g, 14.95 mmol) in THF (203 mL) was added 2,2,2-trifluoroacetohydrazide (7.8 g, 60.88 mmol) and Hg(OAc)2 (10.71 g, 33.48 mmol) at ice-water. The mixture was stirred at room temperature for 2 hours and heated at 60° C. for overnight, then filtered. Removed the solvent under reduced pressure and the filtrate was concentrated and purified by silica gel column chromatography (PE/EA=3/1) to afford ethyl 3-(trifluoromethyl)-5,6,7,8-tetrahydro...